From a dataset of the Open Reaction Database (ORD), a public repository of structured organic reaction records. describe an organic reaction: reactants, conditions, products, and yield Starting materials: OCCBr, C1CCOC1, [H-], Cc1cc(I)ccc1O, [Na+], CN(C)C=O. Yields the product Cc1cc(I)ccc1OCCO. RXN SMILES: [Br:12][CH2:13][CH2:14][OH:15].[CH2:21]1[O:22][CH2:23][CH2:24][CH2:25]1.[H-:11].[I:1][c:2]1[cH:3][c:4]([CH3:9])[c:5]([OH:8])[cH:6][cH:7]1.[Na+:10].[O:16]=[CH:17][N:18]([CH3:19])[CH3:20]>>[I:1][c:2]1[cH:3][c:4]([CH3:9])[c:5]([O:8][CH2:13][CH2:14][OH:15])[cH:6][cH:7]1. Starting materials: C(C)OC(CC1(C(N(CC1)CC1=CC=C(C=C1)OC)=O)CC)=O (ethyl(3-ethyl-1-(4-methoxybenzyl)-2-oxopyrrolidin-3-yl)acetate), [N+](=O)(O)[O-].[N+](=O)(O)[O-].[N+](=O)(O)[O-].[N+](=O)(O)[O-].[N+](=O)(O)[O-].[N+](=O)(O)[O-].[Ce] (ammonium hexanitratocerate(IV)), C([O-])([O-])=O.[K+].[K+] (potassium carbonate). Solvent: C(C)#N.O (acetonitrile water). Conditions: time 30 minute. Product: C(C)OC(CC1(C(NCC1)=O)CC)=O (ethyl(3-ethyl-2-oxopyrrolidin-3-yl)acetate). Isolated yield 96.2%. Reaction SMILES: [CH2:1]([O:3][C:4](=[O:23])[CH2:5][C:6]1([CH2:21][CH3:22])[CH2:10][CH2:9][N:8](CC2C=CC(OC)=CC=2)[C:7]1=[O:20])[CH3:2].[N+]([O-])(O)=O.[N+]([O-])(O)=O.[N+]([O-])(O)=O.[N+]([O-])(O)=O.[N+]([O-])(O)=O.[N+]([O-])(O)=O.[Ce].C(=O)([O-])[O-].[K+].[K+]>C(#N)C.O>[CH2:1]([O:3][C:4](=[O:23])[CH2:5][C:6]1([CH2:21][CH3:22])[CH2:10][CH2:9][NH:8][C:7]1=[O:20])[CH3:2] |f:1.2.3.4.5.6.7,8.9.10,11.12|. Procedure: To a solution of ethyl(3-ethyl-1-(4-methoxybenzyl)-2-oxopyrrolidin-3-yl)acetate (1.5 g) obtained in Step C in a mixed solvent of acetonitrile/water (3/1, 8 mL) was added ammonium hexanitratocerate(IV) (5.2 g), and the mixture was stirred at room temperature for 30 min. To the reaction mixture was added potassium carbonate, the solid was removed by filtration through Celite, and the solvent was evaporated under reduced pressure. The residue was purified by silica gel column chromatography (hexane... The reactants are COC(C(=CNC1=CC=NC=C1)C(C1=CC(=C(C=C1)C)C)=O)=O (2-(3,4-Dimethyl-benzoyl)-3-(pyridine-4-ylamino)-acrylic acid methyl ester), resultant solution. Run in C1(=CC=CC=C1)OC1=CC=CC=C1 (diphenyl ether), CCCCCC (hexane). Run at time 2.5 hour. Product: CC=1C=C(C(=O)C2=CNC3=CC=NC=C3C2=O)C=CC1C (3-(3,4-Dimethyl-benzoyl)-1H-[1,6]napthyridin-4-one). Yield: 48.6%. As a reaction SMILES: CO[C:3](=[O:23])[C:4]([C:13](=[O:22])[C:14]1[CH:19]=[CH:18][C:17]([CH3:20])=[C:16]([CH3:21])[CH:15]=1)=[CH:5][NH:6][C:7]1[CH:12]=[CH:11][N:10]=[CH:9][CH:8]=1>C1(OC2C=CC=CC=2)C=CC=CC=1.CCCCCC>[CH3:21][C:16]1[CH:15]=[C:14]([CH:19]=[CH:18][C:17]=1[CH3:20])[C:13]([C:4]1[C:3](=[O:23])[C:8]2[C:7](=[CH:12][CH:11]=[N:10][CH:9]=2)[NH:6][CH:5]=1)=[O:22]. Reported procedure: 273 g (0.88 mmol) of 2-(3,4-Dimethyl-benzoyl)-3-(pyridine-4-ylamino)-acrylic acid methyl ester 2f was dissolved in 30 mL of diphenyl ether and the resultant solution was heated at 250° C. After 2.5 h, the reaction solution was cooled to room temperature and diluted with 50 mL of hexane. The crude product precipitated out of solution and was isolated by filtration. The crude product was purified by washing with hexane to yield 119 mg of 3-(3,4-Dimethyl-benzoyl)-1H-[1,6]napthyridin-4-one 10a as wh...